This data is from the Open Reaction Database (ORD), a public repository of structured organic reaction records. The task is: describe an organic reaction: reactants, conditions, products, and yield The reactants are CSc1ccc(O)c(-c2cccnc2)n1, CN(C)c1ccncc1, COc1cc2nccc(Cl)c2cc1OC, Clc1ccccc1Cl, O. Yields the product COc1cc2nccc(Oc3ccc(SC)nc3-c3cccnc3)c2cc1OC. As a reaction SMILES: [CH3:1][S:2][c:3]1[cH:4][cH:5][c:6]([OH:15])[c:7](-[c:9]2[cH:10][n:11][cH:12][cH:13][cH:14]2)[n:8]1.[CH3:32][N:33]([CH3:34])[c:35]1[cH:36][cH:37][n:38][cH:39][cH:40]1.[Cl:16][c:17]1[cH:18][cH:19][n:20][c:21]2[cH:22][c:23]([O:29][CH3:30])[c:24]([O:27][CH3:28])[cH:25][c:26]12.[Cl:41][c:42]1[cH:43][cH:44][cH:45][cH:46][c:47]1[Cl:48].[OH2:31]>>[CH3:1][S:2][c:3]1[cH:4][cH:5][c:6]([O:15][c:17]2[cH:18][cH:19][n:20][c:21]3[cH:22][c:23]([O:29][CH3:30])[c:24]([O:27][CH3:28])[cH:25][c:26]23)[c:7](-[c:9]2[cH:10][n:11][cH:12][cH:13][cH:14]2)[n:8]1. The reactants are C1(=CC=CC=C1)C (toluene), O=O (oxygen), C(C)(=O)O (acetic acid). Product: C(C)(=O)OCC1=CC=CC=C1 (benzyl acetate). Reaction SMILES: [C:1]1([CH3:7])[CH:6]=[CH:5][CH:4]=[CH:3][CH:2]=1.O=O.[C:10]([OH:13])(=[O:12])[CH3:11]>>[C:10]([O:13][CH2:7][C:1]1[CH:6]=[CH:5][CH:4]=[CH:3][CH:2]=1)(=[O:12])[CH3:11]. Reported procedure: A process for producing benzyl acetate by oxyacetoxylation of toluene with acetic acid and oxygen in a liquid phase in the presence of oxyacetoxylation-active catalyst, comprising steps of feeding toluene, acetic acid, and oxygen to an oxyacetoxylation reactor to cause reaction and to obtain an effluent from the reactor; introducing the effluent from the reactor to a gas-liquid separator to separate a gas phase mainly composed of oxygen and nitrogen and a liquid phase mainly composed of toluene,... Reactants: CC(C)OC(=NC#N)c1cccnc1, COc1ccccc1CCN, CO. Yields the product COc1ccccc1CCN=C(NC#N)c1cccnc1. Reaction SMILES: [C:1](#[N:2])[N:3]=[C:4]([O:5][CH:6]([CH3:7])[CH3:8])[c:9]1[cH:10][n:11][cH:12][cH:13][cH:14]1.[CH3:15][O:16][c:17]1[c:18]([CH2:23][CH2:24][NH2:25])[cH:19][cH:20][cH:21][cH:22]1.[CH3:26][OH:27]>>[C:1](#[N:2])[NH:3][C:4]([c:9]1[cH:10][n:11][cH:12][cH:13][cH:14]1)=[N:25][CH2:24][CH2:23][c:18]1[c:17]([O:16][CH3:15])[cH:22][cH:21][cH:20][cH:19]1.